From a dataset of the Open Reaction Database (ORD), a public repository of structured organic reaction records. describe an organic reaction: reactants, conditions, products, and yield Starting materials: C(=O)(C(F)(F)F)O (TFA), CNC1=NC=C(C=C1)C=1N=C(C2=C(N1)C(=C(S2)CN2CCNCC2)C)N2CCOCC2 (N-methyl-5-(7-methyl-4-morpholino-6-(piperazin-1-ylmethyl)thieno[3,2-d]pyrimidin-2-yl)pyridin-2-amine), C([C@@H](O)C)(=O)O (L-lactic acid). Yields the product O[C@H](C(=O)N1CCN(CC1)CC1=C(C=2N=C(N=C(C2S1)N1CCOCC1)C=1C=NC(=CC1)NC)C)C ((S)-2-hydroxy-1-(4-((7-methyl-2-(6-(methylamino)pyridin-3-yl)-4-morpholinothieno[3,2-d]pyrimidin-6-yl)methyl)piperazin-1-yl)propan-1-one). As a reaction SMILES: C(O)(C(F)(F)F)=O.[CH3:8][NH:9][C:10]1[CH:15]=[CH:14][C:13]([C:16]2[N:17]=[C:18]([N:33]3[CH2:38][CH2:37][O:36][CH2:35][CH2:34]3)[C:19]3[S:24][C:23]([CH2:25][N:26]4[CH2:31][CH2:30][NH:29][CH2:28][CH2:27]4)=[C:22]([CH3:32])[C:20]=3[N:21]=2)=[CH:12][N:11]=1.[C:39](O)(=[O:43])[C@H:40]([CH3:42])[OH:41]>>[OH:41][C@@H:40]([CH3:42])[C:39]([N:29]1[CH2:28][CH2:27][N:26]([CH2:25][C:23]2[S:24][C:19]3[C:18]([N:33]4[CH2:34][CH2:35][O:36][CH2:37][CH2:38]4)=[N:17][C:16]([C:13]4[CH:12]=[N:11][C:10]([NH:9][CH3:8])=[CH:15][CH:14]=4)=[N:21][C:20]=3[C:22]=2[CH3:32])[CH2:31][CH2:30]1)=[O:43]. Procedure: The crude TFA salt of N-methyl-5-(7-methyl-4-morpholino-6-(piperazin-1-ylmethyl)thieno[3,2-d]pyrimidin-2-yl)pyridin-2-amine was reacted with L-lactic acid via General Procedure B to give 56 mg of 375 after reverse phase HPLC purification. MS (Q1) 512.3 (M)+